From a dataset of the Open Reaction Database (ORD), a public repository of structured organic reaction records. describe an organic reaction: reactants, conditions, products, and yield The reactants are C(C)C(C=O)C(C(=O)C1=CC=C(C=C1)C)C(=O)OCC (Ethyl 3-Carboethoxy-4-(4-methylphenyl)-4-(oxo)-butanal). Reagents/catalysts: FC(C(=O)O)(F)F (trifluoroacetic acid), FC(C(=O)O)(F)F (trifluoroacetic acid). Solvent: FC(C(=O)OC(C(F)(F)F)=O)(F)F (trifluoroacetic anhydride), FC(C(=O)OC(C(F)(F)F)=O)(F)F (trifluoroacetic anhydride). Reaction conditions: time 3 hour. Product: C(=O)(OCC)C1=C(OC=C1)C1=CC=C(C=C1)C (3-Carboethoxy-2-(4-methylphenyl)furan). Yield: 119.4%. Reaction SMILES: C([CH:3]([CH:6]([C:16]([O:18][CH2:19][CH3:20])=[O:17])[C:7]([C:9]1[CH:14]=[CH:13][C:12]([CH3:15])=[CH:11][CH:10]=1)=O)[CH:4]=[O:5])C>FC(F)(F)C(O)=O.FC(F)(F)C(OC(=O)C(F)(F)F)=O>[C:16]([C:6]1[CH:3]=[CH:4][O:5][C:7]=1[C:9]1[CH:14]=[CH:13][C:12]([CH3:15])=[CH:11][CH:10]=1)([O:18][CH2:19][CH3:20])=[O:17]. Procedure: Ethyl 3-Carboethoxy-4-(4-methylphenyl)-4-(oxo)-butanal (10.00 g), trifluoroacetic anhydride (50 mL) and trifluoroacetic acid (2 drops) were mixed and stirred at 0° over ice and allowed to warm to room temperature. After 3 hours, more trifluoroacetic anhydride (50 mL) together with trifluoroacetic acid (2 drops) were added at room temperature. The next day, the solvent was removed in vacuo and the residue partitioned between 1N NaOH (200 mL) and ethyl acetate (200 mL). The layers were separated a... Product: ClC1=C(OP(=O)=N[C@H](C(=O)OCCCC)C)C=CC=C1 ((2S)-butyl 2-(chloro(phenoxy)phosphorylamino)-propanoate). Run in C(Cl)Cl (CH2Cl2). Reported procedure: 1-Butanol (1200 mL) was cooled to −20° C. and 50 mL of SOCl2 added with stirring followed by 50 g (33.67 mmol) of (S)-2-aminopropanoic acid. The solution was heated 24 hrs at reflux, most of the solvent stripped off, and the residue was dissolved in 800 mL of diethyl ether. The mixture was left for 1 hr at 0° C. to afford (S)-butyl 2-aminopropanoate hydrochloride (intermediate 11.47 g). Phenyl phosphorodichloridate (48.9 g, 232 mmol) and (S)-butyl 2-aminopropanoate hydrochloride (42 g, 232 mmol)... Starting materials: P(OC1=CC=CC=C1)(=O)(Cl)Cl (Phenyl phosphorodichloridate), Cl.N[C@H](C(=O)OCCCC)C ((S)-butyl 2-aminopropanoate hydrochloride), C(C)(C)N(C(C)C)CC (N,N-diisopropylethylamine). Reaction SMILES: [P:1](Cl)(Cl)(=[O:9])[O:2][C:3]1[CH:8]=[CH:7][CH:6]=[CH:5][CH:4]=1.[ClH:12].[NH2:13][C@@H:14]([CH3:22])[C:15]([O:17][CH2:18][CH2:19][CH2:20][CH3:21])=[O:16].C(N(CC)C(C)C)(C)C>C(Cl)Cl>[Cl:12][C:4]1[CH:5]=[CH:6][CH:7]=[CH:8][C:3]=1[O:2][P:1](=[N:13][C@@H:14]([CH3:22])[C:15]([O:17][CH2:18][CH2:19][CH2:20][CH3:21])=[O:16])=[O:9] |f:1.2|.